Dataset: the Open Reaction Database (ORD), a public repository of structured organic reaction records. Task: describe an organic reaction: reactants, conditions, products, and yield Reactants: CC(C)([O-])C.[Li+] (Lithium tert-butoxide), C1(=CC=C(C=C1)C(=O)Cl)C (p-toluoyl chloride). Run in O1CCCC1 (tetrahydrofuran), O (water). Run at time 8 hour. The product is CC1=CC=C(C(=O)OC(C)(C)C)C=C1 (tert-butyl 4-methylbenzoate). RXN SMILES: [CH3:1][C:2]([CH3:5])([O-:4])[CH3:3].[Li+].[C:7]1([CH3:16])[CH:12]=[CH:11][C:10]([C:13](Cl)=[O:14])=[CH:9][CH:8]=1>O1CCCC1.O>[CH3:16][C:7]1[CH:12]=[CH:11][C:10]([C:13]([O:4][C:2]([CH3:5])([CH3:3])[CH3:1])=[O:14])=[CH:9][CH:8]=1 |f:0.1|. Procedure: Lithium tert-butoxide (1M in hexanes, 178 mL, 0.178 mol) was added dropwise at room temperature to p-toluoyl chloride (25 g, 0.162 mol) in tetrahydrofuran (150 mL). The mixture was stirred at room temperature overnight and then diluted with water and extracted with ethyl acetate. The extract was washed with brine, dried (MgSO4), and evaporated to give product as an oil which crystallized on standing (31 g, 98%) Reactants: CC([C@@H](C(=O)OC)N1C(C2=CC(=CC=C2C1)C1=CC=C(C=C1)NC(=O)C=1SC(=CN1)C1=CC=CC=C1)=O)C ((S)-Methyl 3-methyl-2-(1-oxo-6-(4-(5-phenylthiazole-2-carboxamido)phenyl)isoindolin-2-yl)butanoate), NC1=CC=C(C=C1)C1=CC=C2CN(C(C2=C1)=O)[C@H](C(=O)OC)C(C)C ((S)-Methyl 2-(6-(4-aminophenyl)-1-oxoisoindolin-2-yl)-3-methylbutanoate), C1(=CC=CC=C1)C=1NC(=NN1)C(=O)OCC (ethyl 5-phenyl-4H-1,2,4-triazole-3-carboxylate). Product: CC([C@@H](C(=O)OC)N1C(C2=CC(=CC=C2C1)C1=CC=C(C=C1)NC(=O)C1=NN=C(N1)C1=CC=CC=C1)=O)C ((S)-Methyl 3-methyl-2-(1-oxo-6-(4-(5-phenyl-4H-1,2,4-triazole-3-carboxamido)phenyl)isoindolin-2-yl)butanoate). As a reaction SMILES: CC(C)[C@H](N1CC2C(=CC(C3C=CC(NC(C4SC(C5C=CC=CC=5)=CN=4)=O)=CC=3)=CC=2)C1=O)C(OC)=O.[NH2:39][C:40]1[CH:45]=[CH:44][C:43]([C:46]2[CH:54]=[C:53]3[C:49]([CH2:50][N:51]([C@@H:56]([CH:61]([CH3:63])[CH3:62])[C:57]([O:59][CH3:60])=[O:58])[C:52]3=[O:55])=[CH:48][CH:47]=2)=[CH:42][CH:41]=1.[C:64]1([C:70]2[NH:71][C:72]([C:75](OCC)=[O:76])=[N:73][N:74]=2)[CH:69]=[CH:68][CH:67]=[CH:66][CH:65]=1>>[CH3:62][CH:61]([CH3:63])[C@H:56]([N:51]1[CH2:50][C:49]2[C:53](=[CH:54][C:46]([C:43]3[CH:42]=[CH:41][C:40]([NH:39][C:75]([C:72]4[NH:71][C:70]([C:64]5[CH:65]=[CH:66][CH:67]=[CH:68][CH:69]=5)=[N:74][N:73]=4)=[O:76])=[CH:45][CH:44]=3)=[CH:47][CH:48]=2)[C:52]1=[O:55])[C:57]([O:59][CH3:60])=[O:58]. Reported procedure: The compound of example 628 was prepared analogous to the compound of example 611 by reaction of compound of example 6 with ethyl 5-phenyl-4H-1,2,4-triazole-3-carboxylate.